This data is from the Open Reaction Database (ORD), a public repository of structured organic reaction records. The task is: describe an organic reaction: reactants, conditions, products, and yield Reactants: O[C@]1(CC[C@H]2[C@@H]3CCC4=CC(CCC4=C3[C@H](C[C@]12C)C1=CC=C(C=C1)C(C)O)=O)C(C(F)(F)F)(F)F ((8S,11R,13S,14S,17S)-17-hydroxy-11-[4-((RS)-1-hydroxyethyl)phenyl]-13-methyl-17-pentafluoroethyl-1,2,6,7,8,11,12,13,14,15,16,17-dodecahydrocyclopenta[a]phenanthren-3-one), C(C)(C)(C)OC(=O)N1[C@@H](CCC1)C(=O)O ((S)-pyrrolidine-1,2-dicarboxylic acid 1-tert-butyl ester). The product is O[C@]1(CC[C@H]2[C@@H]3CCC4=CC(CCC4=C3[C@H](C[C@]12C)C1=CC=C(C=C1)C(C)OC(=O)[C@H]1N(CCC1)C(=O)OC(C)(C)C)=O)C(C(F)(F)F)(F)F ((S)-Pyrrolidine-1,2-dicarboxylic acid 1-tert-butyl ester 2-{(RS)-1-[4-((8S,11R,13S,14S,17S)-17-hydroxy-13-methyl-3-oxo-17-pentafluoroethyl-2,3,6,7,8,11,12,13,14,15,16,17-dodecahydro-1H-cyclopenta[a]phenanthren-11-yl)phenyl]ethyl}ester). The yield is 78.0%. RXN SMILES: [OH:1][C@:2]1([C:30]([F:36])([F:35])[C:31]([F:34])([F:33])[F:32])[C@:18]2([CH3:19])[C@H:5]([C@H:6]3[C:15]([C@@H:16]([C:20]4[CH:25]=[CH:24][C:23]([CH:26]([OH:28])[CH3:27])=[CH:22][CH:21]=4)[CH2:17]2)=[C:14]2[C:9](=[CH:10][C:11](=[O:29])[CH2:12][CH2:13]2)[CH2:8][CH2:7]3)[CH2:4][CH2:3]1.[C:37]([O:41][C:42]([N:44]1[CH2:48][CH2:47][CH2:46][C@H:45]1[C:49](O)=[O:50])=[O:43])([CH3:40])([CH3:39])[CH3:38]>>[OH:1][C@:2]1([C:30]([F:35])([F:36])[C:31]([F:32])([F:33])[F:34])[C@:18]2([CH3:19])[C@H:5]([C@H:6]3[C:15]([C@@H:16]([C:20]4[CH:21]=[CH:22][C:23]([CH:26]([O:28][C:49]([C@@H:45]5[CH2:46][CH2:47][CH2:48][N:44]5[C:42]([O:41][C:37]([CH3:40])([CH3:39])[CH3:38])=[O:43])=[O:50])[CH3:27])=[CH:24][CH:25]=4)[CH2:17]2)=[C:14]2[C:9](=[CH:10][C:11](=[O:29])[CH2:12][CH2:13]2)[CH2:8][CH2:7]3)[CH2:4][CH2:3]1. Procedure details: In analogy to Example 5, 330 mg (0.65 mmol) of (8S,11R,13S,14S,17S)-17-hydroxy-11-[4-((RS)-1-hydroxyethyl)phenyl]-13-methyl-17-pentafluoroethyl-1,2,6,7,8,11,12,13,14,15,16,17-dodecahydrocyclopenta[a]phenanthren-3-one were converted using (S)-pyrrolidine-1,2-dicarboxylic acid 1-tert-butyl ester and, after workup and purification, 356 mg (78%) of the title compounds were isolated as a colourless foam.